From a dataset of the Open Reaction Database (ORD), a public repository of structured organic reaction records. describe an organic reaction: reactants, conditions, products, and yield Reactants: Cl (hydrochloric acid), FC(C=1C=C(CN(C2=NC=C(C=N2)OCCCC(=O)OCC)CC2=C(C=CC(=C2)C(F)(F)F)NCC)C=C(C1)C(F)(F)F)(F)F (Ethyl 4-{2-[(3,5-bis-trifluoromethyl-benzyl)-(2-ethylamino-5-trifluoromethyl-benzyl)-amino]-pyrimidin-5-yloxy}-butyrate), N1=CC=CC=C1 (pyridine), C(CCC)(=O)Cl (butyryl chloride). Solvent: C(Cl)Cl (methylene chloride), C(Cl)Cl (methylene chloride). Conditions: time 30 minute. Product: FC(C=1C=C(CN(C2=NC=C(C=N2)OCCCC(=O)OCC)CC2=C(C=CC(=C2)C(F)(F)F)N(CC)C(CCC)=O)C=C(C1)C(F)(F)F)(F)F (ethyl 4-(2-{(3,5-bis-trifluoromethyl-benzyl)-[2-(butyryl-ethyl-amino)-5-trifluoromethyl-benzyl]-amino}-pyrimidin-5-yloxy)-butyrate). RXN SMILES: [F:1][C:2]([F:45])([F:44])[C:3]1[CH:4]=[C:5]([CH:37]=[C:38]([C:40]([F:43])([F:42])[F:41])[CH:39]=1)[CH2:6][N:7]([CH2:23][C:24]1[CH:29]=[C:28]([C:30]([F:33])([F:32])[F:31])[CH:27]=[CH:26][C:25]=1[NH:34][CH2:35][CH3:36])[C:8]1[N:13]=[CH:12][C:11]([O:14][CH2:15][CH2:16][CH2:17][C:18]([O:20][CH2:21][CH3:22])=[O:19])=[CH:10][N:9]=1.N1C=CC=CC=1.[C:52](Cl)(=[O:56])[CH2:53][CH2:54][CH3:55].Cl>C(Cl)Cl>[F:43][C:40]([F:41])([F:42])[C:38]1[CH:37]=[C:5]([CH:4]=[C:3]([C:2]([F:1])([F:44])[F:45])[CH:39]=1)[CH2:6][N:7]([CH2:23][C:24]1[CH:29]=[C:28]([C:30]([F:33])([F:32])[F:31])[CH:27]=[CH:26][C:25]=1[N:34]([C:52](=[O:56])[CH2:53][CH2:54][CH3:55])[CH2:35][CH3:36])[C:8]1[N:9]=[CH:10][C:11]([O:14][CH2:15][CH2:16][CH2:17][C:18]([O:20][CH2:21][CH3:22])=[O:19])=[CH:12][N:13]=1. Procedure: Ethyl 4-{2-[(3,5-bis-trifluoromethyl-benzyl)-(2-ethylamino-5-trifluoromethyl-benzyl)-amino]-pyrimidin-5-yloxy}-butyrate (100 mg) and pyridine (19 μl) are dissolved in methylene chloride (1 ml) and thereto is added butyryl chloride (19 μl) at room temperature. The reaction solution is stirred at room temperature for 30 minutes, and thereto are added methylene chloride and 1N-hydrochloric acid, and the mixture is separated. The organic layer is washed with a saturated brine, dried over magnesium s... Starting materials: Cc1ccc(Br)cc1N, O=N[O-], [Na+], O, O=S(=O)(O)O. The product is Cc1ccc(Br)cc1O. Reaction SMILES: [Br:6][c:7]1[cH:8][cH:9][c:10]([CH3:14])[c:11]([NH2:12])[cH:13]1.[N:15](=[O:16])[O-:17].[Na+:18].[OH2:19].[S:1](=[O:2])(=[O:3])([OH:4])[OH:5]>>[Br:6][c:7]1[cH:8][cH:9][c:10]([CH3:14])[c:11]([OH:16])[cH:13]1. The reactants are CS(=O)(=O)Cl, COC(=O)c1ccc(N)c(OCC2CC2)c1, c1ccncc1. The product is COC(=O)c1ccc(NS(C)(=O)=O)c(OCC2CC2)c1. Reaction SMILES: [CH3:17][S:18]([Cl:19])(=[O:20])=[O:21].[CH:1]1([CH2:4][O:5][c:6]2[cH:7][c:8]([C:9](=[O:10])[O:11][CH3:12])[cH:13][cH:14][c:15]2[NH2:16])[CH2:2][CH2:3]1.[cH:22]1[cH:23][cH:24][n:25][cH:26][cH:27]1>>[CH:1]1([CH2:4][O:5][c:6]2[cH:7][c:8]([C:9](=[O:10])[O:11][CH3:12])[cH:13][cH:14][c:15]2[NH:16][S:18]([CH3:17])(=[O:20])=[O:21])[CH2:2][CH2:3]1. Reactants: CCOC(=O)C(CC)CCCCCn1c(C)nc(-c2ccccc2)c1-c1ccccc1, CO, [Na+], [OH-]. Yields the product CCC(CCCCCn1c(C)nc(-c2ccccc2)c1-c1ccccc1)C(=O)O. Reaction SMILES: [CH2:1]([CH3:2])[O:3][C:4]([CH:5]([CH2:6][CH2:7][CH2:8][CH2:9][CH2:10][n:11]1[c:12]([CH3:28])[n:13][c:14](-[c:22]2[cH:23][cH:24][cH:25][cH:26][cH:27]2)[c:15]1-[c:16]1[cH:17][cH:18][cH:19][cH:20][cH:21]1)[CH2:29][CH3:30])=[O:31].[CH3:34][OH:35].[Na+:33].[OH-:32]>>[O:3]=[C:4]([CH:5]([CH2:6][CH2:7][CH2:8][CH2:9][CH2:10][n:11]1[c:12]([CH3:28])[n:13][c:14](-[c:22]2[cH:23][cH:24][cH:25][cH:26][cH:27]2)[c:15]1-[c:16]1[cH:17][cH:18][cH:19][cH:20][cH:21]1)[CH2:29][CH3:30])[OH:31].